This data is from the Open Reaction Database (ORD), a public repository of structured organic reaction records. The task is: describe an organic reaction: reactants, conditions, products, and yield As a reaction SMILES: [OH:1][CH2:2][CH:3]1[CH2:12][CH2:11][N:10]2[CH:5]([CH2:6][CH2:7][CH2:8][CH2:9]2)[CH2:4]1.[NH:13]1[C:21]2[C:16](=[CH:17][CH:18]=[CH:19][CH:20]=2)[C:15]([C:22](Cl)=[O:23])=[CH:14]1>>[NH:13]1[C:21]2[C:16](=[CH:17][CH:18]=[CH:19][CH:20]=2)[C:15]([C:22]([O:1][CH2:2][CH:3]2[CH2:12][CH2:11][N:10]3[CH:5]([CH2:6][CH2:7][CH2:8][CH2:9]3)[CH2:4]2)=[O:23])=[CH:14]1. Reported procedure: eq-2-Hydroxymethylquinolizidine (N. J. Leonard et al., J. Org. Chem., 1957, 22, 1445) was reacted with indole-3-carboxylic acid chloride using the method described in Example 1 a to afford eq-quinolizidin-2-ylmethyl 1-H-indole-3-carboxylate mp 154-157° C. Reactants: OCC1CC2CCCCN2CC1 (2-Hydroxymethylquinolizidine), N1C=C(C2=CC=CC=C12)C(=O)Cl (indole-3-carboxylic acid chloride). Yields the product N1C=C(C2=CC=CC=C12)C(=O)OCC1CC2CCCCN2CC1 (quinolizidin-2-ylmethyl 1-H-indole-3-carboxylate). The reactants are C[Si](C)(C)Cl (trimethylsilyl chloride), FC=1C(=NC(N([C@H]2[C@H](O)[C@H](O)[C@@H](C)O2)C1)=O)N (5'-Deoxy-5-fluorocytidine), ClC(=O)OC1CCCCC1 (cyclohexyl chloroformate). Solvent: N1=CC=CC=C1 (pyridine). Reaction conditions: time 30 minute. Yields the product C1(CCCCC1)OC(=O)NC1=NC(N([C@H]2[C@H](O)[C@H](O)[C@@H](C)O2)C=C1F)=O (N4 -(cyclohexyloxycarbonyl)-5'-deoxy-5-fluorocytidine). The yield is 92.0%. As a reaction SMILES: [F:1][C:2]1[C:3]([NH2:17])=[N:4][C:5](=[O:16])[N:6]([CH:15]=1)[C@@H:7]1[O:14][C@H:12]([CH3:13])[C@@H:10]([OH:11])[C@H:8]1[OH:9].C[Si](Cl)(C)C.Cl[C:24]([O:26][CH:27]1[CH2:32][CH2:31][CH2:30][CH2:29][CH2:28]1)=[O:25]>N1C=CC=CC=1>[CH:27]1([O:26][C:24]([NH:17][C:3]2[C:2]([F:1])=[CH:15][N:6]([C@@H:7]3[O:14][C@H:12]([CH3:13])[C@@H:10]([OH:11])[C@H:8]3[OH:9])[C:5](=[O:16])[N:4]=2)=[O:25])[CH2:32][CH2:31][CH2:30][CH2:29][CH2:28]1. Procedure: 5'-Deoxy-5-fluorocytidine (2.5 g) was dissolved in dry pyridine (20 ml). To the mixture, trimethylsilyl chloride (3.4 ml) was added dropwise at 0° C., and stirred for 30 min at room temperature. To the reaction mixture, cyclohexyl chloroformate (2.0 ml) was added in one portion at 0° C. After stirring of the mixture for 1 hour at room temperature, pyridine was evaporated under reduced pressure. The residue was then partitioned between saturated aqueous NaHCO3 and ether. The organic layer was was... Reactants: C(C)(C)(C)OC([C@H]1N(CCC1)C([C@@H](NC(C(=O)OC)C(=O)OC)C)=O)=O (N-(dimethoxycarbonylmethyl)-L-alanyl-L-proline t-butyl ester), Cl.CN(CCC(=O)C=1SC=CC1)C (3-dimethylamino-1-(2-thienyl)propan-1-one hydrochloride), C([O-])([O-])=O.[K+].[K+] (potassium carbonate). Procedure: A-mixture of N-(dimethoxycarbonylmethyl)-L-alanyl-L-proline t-butyl ester (2.0 g.), 3-dimethylamino-1-(2-thienyl)propan-1-one hydrochloride (1.8 g.), potassium carbonate (2.0 g.) and methanol (15 ml.) was stirred at laboratory temperature for 16 hours and then evaporated to dryness under reduced pressure. The residue was stirred with dichloromethane, the mixture was filtered through a filter-aid and the filtrate was evaporated to dryness under reduced pressure. The residue was purified by chroma... The product is C(C)(C)(C)OC([C@H]1N(CCC1)C([C@@H](NC(CCC(C=1SC=CC1)=O)(C(=O)OC)C(=O)OC)C)=O)=O (N-[1,1-dimethoxycarbonyl-4-oxo-4-(2-thienyl)butyl]-L-alanyl-L-proline t-butyl ester). Run in CO (methanol). RXN SMILES: [C:1]([O:5][C:6](=[O:26])[C@@H:7]1[CH2:11][CH2:10][CH2:9][N:8]1[C:12](=[O:25])[C@H:13]([CH3:24])[NH:14][CH:15]([C:20]([O:22][CH3:23])=[O:21])[C:16]([O:18][CH3:19])=[O:17])([CH3:4])([CH3:3])[CH3:2].Cl.CN(C)[CH2:30][CH2:31][C:32]([C:34]1[S:35][CH:36]=[CH:37][CH:38]=1)=[O:33].C(=O)([O-])[O-].[K+].[K+]>CO>[C:1]([O:5][C:6](=[O:26])[C@@H:7]1[CH2:11][CH2:10][CH2:9][N:8]1[C:12](=[O:25])[C@H:13]([CH3:24])[NH:14][C:15]([C:16]([O:18][CH3:19])=[O:17])([C:20]([O:22][CH3:23])=[O:21])[CH2:30][CH2:31][C:32](=[O:33])[C:34]1[S:35][CH:36]=[CH:37][CH:38]=1)([CH3:2])([CH3:4])[CH3:3] |f:1.2,3.4.5|. The reactants are Compound II, ClC1=CC=C(CNC(NOCC(=O)O)=O)C=C1 (2-(3-(4-chlorobenzyl)ureidooxy)acetic acid), N[C@H](C(=O)N(CC=1C=CC=C2C=CC=NC12)[C@H](C(OCC)OCC)C)CC(=O)NC(C1=CC=CC=C1)(C1=CC=CC=C1)C1=CC=CC=C1 ((S)-2-amino-N1—((S)-1,1-diethoxypropan-2-yl)-N1-(quinolin-8-ylmethyl)-N4-tritylsuccinamide). Yields the product ClC1=CC=C(CNC(=O)NOCC(=O)N[C@H](C(=O)N(CC=2C=CC=C3C=CC=NC23)[C@H](C(OCC)OCC)C)CC(NC(C2=CC=CC=C2)(C2=CC=CC=C2)C2=CC=CC=C2)=O)C=C1 (1-(4-chlorobenzyl)-3-(2-((S)-1-(((S)-1,1-diethoxypropan-2-yl)(quinolin-8-ylmethyl)amino)-1,4-dioxo-4-(tritylamino)butan-2-ylamino)-2-oxoethoxy)urea). As a reaction SMILES: [Cl:1][C:2]1[CH:17]=[CH:16][C:5]([CH2:6][NH:7][C:8](=[O:15])[NH:9][O:10][CH2:11][C:12]([OH:14])=O)=[CH:4][CH:3]=1.[NH2:18][C@@H:19]([CH2:43][C:44]([NH:46][C:47]([C:60]1[CH:65]=[CH:64][CH:63]=[CH:62][CH:61]=1)([C:54]1[CH:59]=[CH:58][CH:57]=[CH:56][CH:55]=1)[C:48]1[CH:53]=[CH:52][CH:51]=[CH:50][CH:49]=1)=[O:45])[C:20]([N:22]([C@@H:34]([CH3:42])[CH:35]([O:39][CH2:40][CH3:41])[O:36][CH2:37][CH3:38])[CH2:23][C:24]1[CH:25]=[CH:26][CH:27]=[C:28]2[C:33]=1[N:32]=[CH:31][CH:30]=[CH:29]2)=[O:21]>>[Cl:1][C:2]1[CH:3]=[CH:4][C:5]([CH2:6][NH:7][C:8]([NH:9][O:10][CH2:11][C:12]([NH:18][C@@H:19]([CH2:43][C:44](=[O:45])[NH:46][C:47]([C:60]2[CH:61]=[CH:62][CH:63]=[CH:64][CH:65]=2)([C:48]2[CH:53]=[CH:52][CH:51]=[CH:50][CH:49]=2)[C:54]2[CH:55]=[CH:56][CH:57]=[CH:58][CH:59]=2)[C:20]([N:22]([C@@H:34]([CH3:42])[CH:35]([O:39][CH2:40][CH3:41])[O:36][CH2:37][CH3:38])[CH2:23][C:24]2[CH:25]=[CH:26][CH:27]=[C:28]3[C:33]=2[N:32]=[CH:31][CH:30]=[CH:29]3)=[O:21])=[O:14])=[O:15])=[CH:16][CH:17]=1. Procedure details: According to the procedure described in the synthesis method of Compound II-15, 2-(3-(4-chlorobenzyl)ureidooxy)acetic acid (Compound VI-11) 60 mg (0.23 mmol) was coupled with (S)-2-amino-N1—((S)-1,1-diethoxypropan-2-yl)-N1-(quinolin-8-ylmethyl)-N4-tritylsuccinamide (Compound IV-20) 100 mg (0.16 mmol) to obtain the title compound.